From a dataset of the Open Reaction Database (ORD), a public repository of structured organic reaction records. describe an organic reaction: reactants, conditions, products, and yield Starting materials: C(CCC)C1=NC2=C(N1CC1=CC=C(C=C1)C=1C(=CC=CC1)C(=O)OC(C)(C)C)C=C(C(=C2)OC)OC (tert.butyl 4'-[(2-n-butyl-5,6-dimethoxy-benzimidazol-1-yl)-methyl]biphenyl-2-carboxylate), FC(C(=O)O)(F)F (trifluoroacetic acid). The solvent is C(Cl)Cl (methylene chloride). Yields the product C(CCC)C1=NC2=C(N1CC1=CC=C(C=C1)C=1C(=CC=CC1)C(=O)O)C=C(C(=C2)OC)OC (4'-[(2-n-Butyl-5,6-dimethoxy-benzimidazol-1-yl)-methyl]biphenyl-2-carboxylic acid). As a reaction SMILES: [CH2:1]([C:5]1[N:9]([CH2:10][C:11]2[CH:16]=[CH:15][C:14]([C:17]3[C:18]([C:23]([O:25]C(C)(C)C)=[O:24])=[CH:19][CH:20]=[CH:21][CH:22]=3)=[CH:13][CH:12]=2)[C:8]2[CH:30]=[C:31]([O:36][CH3:37])[C:32]([O:34][CH3:35])=[CH:33][C:7]=2[N:6]=1)[CH2:2][CH2:3][CH3:4].FC(F)(F)C(O)=O>C(Cl)Cl>[CH2:1]([C:5]1[N:9]([CH2:10][C:11]2[CH:16]=[CH:15][C:14]([C:17]3[C:18]([C:23]([OH:25])=[O:24])=[CH:19][CH:20]=[CH:21][CH:22]=3)=[CH:13][CH:12]=2)[C:8]2[CH:30]=[C:31]([O:36][CH3:37])[C:32]([O:34][CH3:35])=[CH:33][C:7]=2[N:6]=1)[CH2:2][CH2:3][CH3:4]. Procedure details: Prepared in analogous manner to Example 9 from tert.butyl 4'-[(2-n-butyl-5,6-dimethoxy-benzimidazol-1-yl)-methyl]biphenyl-2-carboxylate and trifluoroacetic acid in methylene chloride. Reaction SMILES: [NH:1]1[CH2:5][CH2:4][C@H:3]([NH:6][C:7]([C:9]23[CH2:18][CH:13]4[CH2:14][CH:15]([CH2:17][CH:11]([CH2:12]4)[CH2:10]2)[CH2:16]3)=[O:8])[CH2:2]1.C1(C)C=CC(S(O[CH2:29][CH2:30][C:31]2[CH:36]=[CH:35][C:34]([C:37]([F:40])([F:39])[F:38])=[CH:33][CH:32]=2)(=O)=O)=CC=1.[ClH:42].Cl.C(O)(C)C>>[ClH:42].[F:38][C:37]([F:39])([F:40])[C:34]1[CH:33]=[CH:32][C:31]([CH2:30][CH2:29][N:1]2[CH2:5][CH2:4][C@H:3]([NH:6][C:7]([C:9]34[CH2:18][CH:13]5[CH2:14][CH:15]([CH2:17][CH:11]([CH2:12]5)[CH2:10]3)[CH2:16]4)=[O:8])[CH2:2]2)=[CH:36][CH:35]=1 |f:3.4,5.6|. The reactants are Cl.C(C)(C)O (hydrochloric acid isopropanol), N1C[C@H](CC1)NC(=O)C12CC3CC(CC(C1)C3)C2 ((S)-N-(Pyrrolidin-3-yl)-1-adamantanecarboxamide), C1(=CC=C(C=C1)S(=O)(=O)OCCC1=CC=C(C=C1)C(F)(F)F)C (2-(4-trifluoromethylphenyl)ethyl p-toluenesulfonate), Cl (hydrochloride). Reported procedure: (S)-N-(Pyrrolidin-3-yl)-1-adamantanecarboxamide (0.5 g) and 2-(4-trifluoromethylphenyl)ethyl p-toluenesulfonate (0.69 g) were reacted under the same conditions as in Example 1. After the same post-treatment as in Example 1, the obtained compound was converted to hydrochloride with 30% hydrochloric acid-isopropanol to give (S)-N-(1-(2-(4-trifluoromethylphenyl)ethyl)pyrrolidin-3-yl)-1-adamantanecarboxamide hydrochloride 1/2 hydrate (0.51 g), melting point 214-215° C. Yields the product Cl.FC(C1=CC=C(C=C1)CCN1C[C@H](CC1)NC(=O)C12CC3CC(CC(C1)C3)C2)(F)F ((S)-N-(1-(2-(4-trifluoromethylphenyl)ethyl)pyrrolidin-3-yl)-1-adamantanecarboxamide hydrochloride). Yields the product BrC1=C2CN(C(N(C2=CC(=C1)CO)C1=C(C=CC=C1Cl)Cl)=O)CC1=CC=C(C=C1)OC (5-bromo-1-(2,6-dichlorophenyl)-7-(hydroxymethyl)-3-(4-methoxybenzyl)-3,4-dihydroquinazolin-2(1H)-one). The solvent is C1CCOC1 (THF). Reported procedure: To a solution of methyl 5-bromo-1-(2,6-dichlorophenyl)-3-(4-methoxybenzyl)-2-oxo-1,2,3,4-tetrahydroquinazoline-7-carboxylate (INTERMEDIATE 27)(2 g, 3.63 mmol) in anhydrous THF at 0° C. was added lithium aluminum hydride (1.0M in THF, 4.7 mL, 4.73 mmol) slowly. The reaction was stirred at 0° C. for 40 min, quenched with water slowly and diluted with methylene chloride. The mixture was filtered through celite and rinsed with methylene chloride. Removal of the solvent and subsequent purification by... Reaction SMILES: [Br:1][C:2]1[CH:11]=[C:10]([C:12](OC)=[O:13])[CH:9]=[C:8]2[C:3]=1[CH2:4][N:5]([CH2:25][C:26]1[CH:31]=[CH:30][C:29]([O:32][CH3:33])=[CH:28][CH:27]=1)[C:6](=[O:24])[N:7]2[C:16]1[C:21]([Cl:22])=[CH:20][CH:19]=[CH:18][C:17]=1[Cl:23].[H-].[Al+3].[Li+].[H-].[H-].[H-]>C1COCC1>[Br:1][C:2]1[CH:11]=[C:10]([CH2:12][OH:13])[CH:9]=[C:8]2[C:3]=1[CH2:4][N:5]([CH2:25][C:26]1[CH:27]=[CH:28][C:29]([O:32][CH3:33])=[CH:30][CH:31]=1)[C:6](=[O:24])[N:7]2[C:16]1[C:17]([Cl:23])=[CH:18][CH:19]=[CH:20][C:21]=1[Cl:22] |f:1.2.3.4.5.6|. The reactants are BrC1=C2CN(C(N(C2=CC(=C1)C(=O)OC)C1=C(C=CC=C1Cl)Cl)=O)CC1=CC=C(C=C1)OC (methyl 5-bromo-1-(2,6-dichlorophenyl)-3-(4-methoxybenzyl)-2-oxo-1,2,3,4-tetrahydroquinazoline-7-carboxylate), BrC1=C2CN(C(N(C2=CC(=C1)C(=O)OC)C1=C(C=CC=C1Cl)Cl)=O)CC1=CC=C(C=C1)OC (methyl 5-bromo-1-(2,6-dichlorophenyl)-3-(4-methoxybenzyl)-2-oxo-1,2,3,4-tetrahydroquinazoline-7-carboxylate), [H-].[Al+3].[Li+].[H-].[H-].[H-] (lithium aluminum hydride). Run at temperature 0 celsius, time 40 minute. Starting materials: NC1=C(C=C(C(=O)NC2CCN(CC2)CC)C=C1)Cl (4-amino-3-chloro-N-(1-ethyl-4-piperidyl)benzamide), NC1=CC(=C(C(=O)O)C=C1OC)Cl (4-amino-2-chloro-5-methoxy-benzoic acid), NC1=CC(=C(C(=O)O)C=C1OC)Cl (4-amino-2-chloro-5-methoxy-benzoic acid), CN1CCC(CC1)N (1-methylpiperidin-4-amine), solid. The product is NC1=CC(=C(C(=O)NC2CCN(CC2)C)C=C1OC)Cl (4-amino-2-chloro-5-methoxy-N-(1-methyl-4-piperidyl)benzamide). As a reaction SMILES: NC1C=CC(C([NH:8][CH:9]2[CH2:14][CH2:13][N:12]([CH2:15]C)[CH2:11][CH2:10]2)=O)=CC=1Cl.[NH2:20][C:21]1[C:29]([O:30][CH3:31])=[CH:28][C:24]([C:25]([OH:27])=O)=[C:23]([Cl:32])[CH:22]=1.CN1CCC(N)CC1>>[NH2:20][C:21]1[C:29]([O:30][CH3:31])=[CH:28][C:24]([C:25]([NH:8][CH:9]2[CH2:14][CH2:13][N:12]([CH3:15])[CH2:11][CH2:10]2)=[O:27])=[C:23]([Cl:32])[CH:22]=1. Procedure details: The title compound was prepared by an analogous method to the preparation of Intermediate 212, on a 3.06 mmol scale utilising 4-amino-2-chloro-5-methoxy-benzoic acid (Intermediate 217; 617 mg, 3.06 mmol) and 1-methylpiperidin-4-amine (Fluorochem; 385 mg, 3.37 mmol), as an off-white solid (845 mg, 93%). Starting materials: C(C1=CC=CC=C1)N1CCC(CC1)N(C(C(C)OC1=NC(=C(C(=N1)C)NC(OC(C)(C)C)=O)C)=O)C (tert-butyl 2-(1-((1-benzylpiperidine-4-yl)(methyl)amino)-1-oxopropane-2-yloxy)-4,6-dimethylpyrimidine-5-ylcarbamate), C[Si](C)(C)[N-][Si](C)(C)C.[K+] (potassium bis(trimethylsilyl)amide), [Cl-].[NH4+] (ammonium chloride), CI (methyl iodide). Run in O1CCCC1 (tetrahydrofuran). Reaction conditions: temperature -78 celsius, time 30 minute. Yields the product C(C1=CC=CC=C1)N1CCC(CC1)N(C(C(C)OC1=NC(=C(C(=N1)C)N(C(OC(C)(C)C)=O)C)C)=O)C (tert-butyl 2-(1-((l-benzylpiperidine-4-yl)(methyl)amino)-1-oxopropane-2-yloxy)-4,6-dimethylpyrimidine-5-yl(methyl)carbamate). Isolated yield 10.0%. As a reaction SMILES: [CH2:1]([N:8]1[CH2:13][CH2:12][CH:11]([N:14]([CH3:36])[C:15](=[O:35])[CH:16]([O:18][C:19]2[N:24]=[C:23]([CH3:25])[C:22]([NH:26][C:27](=[O:33])[O:28][C:29]([CH3:32])([CH3:31])[CH3:30])=[C:21]([CH3:34])[N:20]=2)[CH3:17])[CH2:10][CH2:9]1)[C:2]1[CH:7]=[CH:6][CH:5]=[CH:4][CH:3]=1.[CH3:37][Si]([N-][Si](C)(C)C)(C)C.[K+].CI.[Cl-].[NH4+]>O1CCCC1>[CH2:1]([N:8]1[CH2:9][CH2:10][CH:11]([N:14]([CH3:36])[C:15](=[O:35])[CH:16]([O:18][C:19]2[N:24]=[C:23]([CH3:25])[C:22]([N:26]([CH3:37])[C:27](=[O:33])[O:28][C:29]([CH3:31])([CH3:32])[CH3:30])=[C:21]([CH3:34])[N:20]=2)[CH3:17])[CH2:12][CH2:13]1)[C:2]1[CH:3]=[CH:4][CH:5]=[CH:6][CH:7]=1 |f:1.2,4.5|. Procedure details: To a tetrahydrofuran (1 mL) solution of Compound 56 (72 mg), potassium bis(trimethylsilyl)amide (0.5M toluene solution: 273 μL) was added at −78° C. The mixture was stirred at −78° C. for 30 min and methyl iodide (9 μL) was added portionwise. The mixture was then stirred overnight as it was allowed to be slowly warmed to room temperature (20 to 30° C.). Subsequently, a saturated aqueous ammonium chloride solution was added to the reaction mixture and the mixture was extracted twice with chlorofo... The reactants are CCO, CCOC(=O)c1cn(C)c2c(OC)c(F)c(F)c(N)c2c1=O, [Na+], [OH-]. The product is COc1c(F)c(F)c(N)c2c(=O)c(C(=O)O)cn(C)c12. Reaction SMILES: [CH3:25][CH2:26][OH:27].[NH2:1][c:2]1[c:3]2[c:4](=[O:22])[c:5]([C:17](=[O:18])[O:19][CH2:20][CH3:21])[cH:6][n:7]([CH3:16])[c:8]2[c:9]([O:14][CH3:15])[c:10]([F:13])[c:11]1[F:12].[Na+:24].[OH-:23]>>[NH2:1][c:2]1[c:3]2[c:4](=[O:22])[c:5]([C:17](=[O:18])[OH:19])[cH:6][n:7]([CH3:16])[c:8]2[c:9]([O:14][CH3:15])[c:10]([F:13])[c:11]1[F:12].